Task: describe an organic reaction: reactants, conditions, products, and yield. Dataset: the Open Reaction Database (ORD), a public repository of structured organic reaction records Starting materials: ClC=1C=NC(=C(C(=O)O)C1)N1CC(C1)NC1=CC(=CC=C1)F (5-chloro-2-(3-((3-fluorophenyl)amino)azetidin-1-yl)nicotinic acid), Cl.NC1(CC1)C1=CC=C(C(=O)OC)C=C1 (methyl 4-(1-aminocyclopropyl)benzoate hydrochloride). Yields the product ClC=1C=NC(=C(C(=O)NC2(CC2)C2=CC=C(C(=O)OC)C=C2)C1)N1CC(C1)NC1=CC(=CC=C1)F (methyl 4-(1-(5-chloro-2-(3-((3-fluorophenyl)amino)azetidin-1-yl)nicotinamido)cyclopropyl)benzoate). The yield is 27.7%. RXN SMILES: [Cl:1][C:2]1[CH:3]=[N:4][C:5]([N:11]2[CH2:14][CH:13]([NH:15][C:16]3[CH:21]=[CH:20][CH:19]=[C:18]([F:22])[CH:17]=3)[CH2:12]2)=[C:6]([CH:10]=1)[C:7]([OH:9])=O.Cl.[NH2:24][C:25]1([C:28]2[CH:37]=[CH:36][C:31]([C:32]([O:34][CH3:35])=[O:33])=[CH:30][CH:29]=2)[CH2:27][CH2:26]1>>[Cl:1][C:2]1[CH:3]=[N:4][C:5]([N:11]2[CH2:14][CH:13]([NH:15][C:16]3[CH:21]=[CH:20][CH:19]=[C:18]([F:22])[CH:17]=3)[CH2:12]2)=[C:6]([CH:10]=1)[C:7]([NH:24][C:25]1([C:28]2[CH:37]=[CH:36][C:31]([C:32]([O:34][CH3:35])=[O:33])=[CH:30][CH:29]=2)[CH2:27][CH2:26]1)=[O:9] |f:1.2|. Procedure details: The title compound (D166) (17 mg) was prepared according to the experimental procedure described in Description 144 starting from 5-chloro-2-(3-((3-fluorophenyl)amino)azetidin-1-yl)nicotinic acid (D116) (40 mg, 0.124 mmol) and methyl 4-(1-aminocyclopropyl)benzoate (D7) (28.3 mg, 0.124 mmol). The reactants are C(C)(C)(C)C1=C(C=CC=C1)N1CCN(CC1)C(C(=O)NC1=CC=C(C=C1)CCC(=O)OC)=O (Methyl 3-[4-({[4-(2-tert-butylphenyl)piperazin-1-yl](oxo)acetyl}amino)phenyl]propanoate), [Li+].[OH-] (LiOH), Cl (HCl). Solvent: O1CCCC1 (tetrahydrofuran). Conditions: temperature 0 celsius, time 3 hour. Product: C(C)(C)(C)C1=C(C=CC=C1)N1CCN(CC1)C(C(=O)NC1=CC=C(C=C1)CCC(=O)O)=O (3-[4-({[4-(2-tert-Butylphenyl)piperazin-1-yl](oxo)acetyl}amino)phenyl]propanoic acid). The yield is 107.3%. RXN SMILES: [C:1]([C:5]1[CH:10]=[CH:9][CH:8]=[CH:7][C:6]=1[N:11]1[CH2:16][CH2:15][N:14]([C:17](=[O:33])[C:18]([NH:20][C:21]2[CH:26]=[CH:25][C:24]([CH2:27][CH2:28][C:29]([O:31]C)=[O:30])=[CH:23][CH:22]=2)=[O:19])[CH2:13][CH2:12]1)([CH3:4])([CH3:3])[CH3:2].[Li+].[OH-].Cl>O1CCCC1>[C:1]([C:5]1[CH:10]=[CH:9][CH:8]=[CH:7][C:6]=1[N:11]1[CH2:12][CH2:13][N:14]([C:17](=[O:33])[C:18]([NH:20][C:21]2[CH:22]=[CH:23][C:24]([CH2:27][CH2:28][C:29]([OH:31])=[O:30])=[CH:25][CH:26]=2)=[O:19])[CH2:15][CH2:16]1)([CH3:4])([CH3:2])[CH3:3] |f:1.2|. Procedure: A mixture of methyl 3-[4-({[4-(2-tert-butylphenyl)piperazin-1-yl](oxo)acetyl}amino)phenyl]propanoate (Example 196, 0.52 g, 1.15 mmol) and 1 M LiOH solution (5 mL, 5.0 mmol) in tetrahydrofuran (5 mL) was stirred at 0° C. for 3 h. The reaction mixture was acidified with 1 M HCl solution and extracted with ethyl acetate. The extract was washed with brine, dried over anhydrous magnesium sulfate, filtered and concentrated under reduced pressure to give the title compound (0.54 g, quant.) as a yellow ... Starting materials: C(C)(C)(C)OC(=O)N[C@@]1([C@@H]2[C@H]([C@@H]2C2(CC2)C1)C(=O)OCC)C(=O)OCC (diethyl (1S,2S,5R,6S)-2-(tert-butoxycarbonylamino)spiro[bicyclo[3.1.0]hexane-4,1′-cyclopropane]-2,6-dicarboxylate), O.[OH-].[Li+] (lithium hydroxide monohydrate). Solvent: O1CCCC1 (tetrahydrofuran), O (water), O (water). Reaction conditions: temperature 60 celsius, time 8 hour. Product: C(C)(C)(C)OC(=O)N[C@@]1([C@@H]2[C@H]([C@@H]2C2(CC2)C1)C(=O)O)C(=O)O ((1S,2S,5R,6S)-2-(tert-Butoxycarbonylamino)spiro[bicyclo[3.1.0]hexane-4,1′-cyclopropane]-2,6-dicarboxylic acid). The yield is 98.3%. Reaction SMILES: [C:1]([O:5][C:6]([NH:8][C@@:9]1([C:22]([O:24]CC)=[O:23])[CH2:16][C:13]2([CH2:15][CH2:14]2)[C@@H:12]2[C@H:10]1[C@H:11]2[C:17]([O:19]CC)=[O:18])=[O:7])([CH3:4])([CH3:3])[CH3:2].O.[OH-].[Li+]>O1CCCC1.O>[C:1]([O:5][C:6]([NH:8][C@@:9]1([C:22]([OH:24])=[O:23])[CH2:16][C:13]2([CH2:15][CH2:14]2)[C@@H:12]2[C@H:10]1[C@H:11]2[C:17]([OH:19])=[O:18])=[O:7])([CH3:4])([CH3:2])[CH3:3] |f:1.2.3|. Procedure: Add diethyl (1S,2S,5R,6S)-2-(tert-butoxycarbonylamino)spiro[bicyclo[3.1.0]hexane-4,1′-cyclopropane]-2,6-dicarboxylate (1.79 g, 4.87 mmol) in tetrahydrofuran (29.2 mL) to a freshly prepared solution of lithium hydroxide monohydrate (1.64 g, 38.97 mmol) in water (19.5 mL) and stir overnight at 60° C. Dilute with water (30 mL), extract with ethyl acetate (2×50 mL). Separate aqueous and organic layers. Wash organic layer with 2M hydrochloric acid. Wash the aqueous layer with 2M hydrochloric acid (25... Reactants: N1(CCCCC1)CC#CCN1C2=C(NC(C3=C1C=CC=C3)=O)C=CC=N2 (5,11-dihydro-11-[4-(1-piperidinyl)-but-2-ynyl]-6H-pyrido[2,3-b][1,4]benzodiazepin-6-one). The solvent is C(C)(=O)OCC (ethyl acetate). The product is N1(CCCCC1)CCCCN1C2=C(NC(C3=C1C=CC=C3)=O)C=CC=N2 (5,11-Dihydro-11-[4-(1-piperidinyl)butyl]-6H-pyrido[2,3-b][l,4]benzodiazepin-6-one). Isolated yield 35.0%. Reaction SMILES: [N:1]1([CH2:7][C:8]#[C:9][CH2:10][N:11]2[C:17]3[CH:18]=[CH:19][CH:20]=[CH:21][C:16]=3[C:15](=[O:22])[NH:14][C:13]3[CH:23]=[CH:24][CH:25]=[N:26][C:12]2=3)[CH2:6][CH2:5][CH2:4][CH2:3][CH2:2]1>C(OCC)(=O)C>[N:1]1([CH2:7][CH2:8][CH2:9][CH2:10][N:11]2[C:17]3[CH:18]=[CH:19][CH:20]=[CH:21][C:16]=3[C:15](=[O:22])[NH:14][C:13]3[CH:23]=[CH:24][CH:25]=[N:26][C:12]2=3)[CH2:2][CH2:3][CH2:4][CH2:5][CH2:6]1. Reported procedure: Prepared analogously to Example 8 from 5,11-dihydro-11-[4-(1-piperidinyl)-but-2-ynyl]-6H-pyrido[2,3-b][1,4]benzodiazepin-6-one in a yield of 35% of theory. Colourless crystals, m.p. 131°-132° C. (ethyl acetate). Reactants: [Al+3], CC(S)S, [Cl-], [Cl-], [Cl-], ClCCl, COc1ccc2sc3c(c2c1)C(N1CCN(C)CC1)=Nc1ccc(F)cc1N3. Product: CN1CCN(C2=Nc3ccc(F)cc3Nc3sc4ccc(O)cc4c32)CC1. RXN SMILES: [Al+3:34].[CH:29]([SH:30])([SH:31])[CH3:32].[Cl-:33].[Cl-:35].[Cl-:36].[Cl:37][CH2:38][Cl:39].[F:1][c:2]1[cH:3][c:4]2[c:5]([cH:27][cH:28]1)[N:6]=[C:7]([N:20]1[CH2:21][CH2:22][N:23]([CH3:26])[CH2:24][CH2:25]1)[c:8]1[c:9]([s:11][c:12]3[c:13]1[cH:14][c:15]([O:18][CH3:19])[cH:16][cH:17]3)[NH:10]2>>[F:1][c:2]1[cH:3][c:4]2[c:5]([cH:27][cH:28]1)[N:6]=[C:7]([N:20]1[CH2:21][CH2:22][N:23]([CH3:26])[CH2:24][CH2:25]1)[c:8]1[c:9]([s:11][c:12]3[c:13]1[cH:14][c:15]([OH:18])[cH:16][cH:17]3)[NH:10]2.